Dataset: the Open Reaction Database (ORD), a public repository of structured organic reaction records. Task: describe an organic reaction: reactants, conditions, products, and yield Reported procedure: A solution of 9.4 g of 2-(chloromethyl)-3-methyl-4-nitropyridine and 10 g of 5-(trifluoromethyl)-2-benzimidazolethiol in 260 ml of abs. acetone was treated with 3 g of finely ground potassium carbonate and stirred at room temperature under argon for 18 hours. 180 ml of acetone were distilled off in a vacuum, whereupon the remaining portion of the reaction mixture was poured on to ice. The crystallized-out product was filtered off and dried at 35° in a drying oven By recrystallization from ethyl ... Reaction conditions: time 18 hour. Starting materials: ClCC1=NC=CC(=C1C)[N+](=O)[O-] (2-(chloromethyl)-3-methyl-4-nitropyridine), C([O-])([O-])=O.[K+].[K+] (potassium carbonate), FC(C1=CC2=C(N=C(N2)S)C=C1)(F)F (5-(trifluoromethyl)-2-benzimidazolethiol). RXN SMILES: Cl[CH2:2][C:3]1[C:8]([CH3:9])=[C:7]([N+:10]([O-:12])=[O:11])[CH:6]=[CH:5][N:4]=1.[F:13][C:14]([F:26])([F:25])[C:15]1[CH:24]=[CH:23][C:18]2[N:19]=[C:20]([SH:22])[NH:21][C:17]=2[CH:16]=1.C(=O)([O-])[O-].[K+].[K+]>CC(C)=O>[CH3:9][C:8]1[C:3]([CH2:2][S:22][C:20]2[NH:21][C:17]3[CH:16]=[C:15]([C:14]([F:26])([F:25])[F:13])[CH:24]=[CH:23][C:18]=3[N:19]=2)=[N:4][CH:5]=[CH:6][C:7]=1[N+:10]([O-:12])=[O:11] |f:2.3.4|. The product is CC=1C(=NC=CC1[N+](=O)[O-])CSC=1NC2=C(N1)C=CC(=C2)C(F)(F)F (2-[[(3-methyl-4-nitro 2-pyridyl)methyl]thio]-5-(trifluoromethyl)benzimidazole). The solvent is CC(=O)C (acetone). Starting materials: ClCCl, O=C(O)C(F)(F)F, CC(C)c1nc(C(=O)N2CCOC3(CCN(Cc4cccc(CCOCCC(=O)OC(C)(C)C)c4F)CC3)C2)cs1. The product is CC(C)c1nc(C(=O)N2CCOC3(CCN(Cc4cccc(CCOCCC(=O)O)c4F)CC3)C2)cs1. As a reaction SMILES: [Cl:49][CH2:50][Cl:51].[F:1][C:2]([F:3])([F:4])[C:5]([OH:6])=[O:7].[F:8][c:9]1[c:10]([CH2:11][CH2:12][O:13][CH2:14][CH2:15][C:16](=[O:17])[O:18][C:19]([CH3:20])([CH3:21])[CH3:22])[cH:23][cH:24][cH:25][c:26]1[CH2:27][N:28]1[CH2:29][CH2:30][C:31]2([CH2:32][N:33]([C:37](=[O:38])[c:39]3[n:40][c:41]([CH:44]([CH3:45])[CH3:46])[s:42][cH:43]3)[CH2:34][CH2:35][O:36]2)[CH2:47][CH2:48]1>>[F:8][c:9]1[c:10]([CH2:11][CH2:12][O:13][CH2:14][CH2:15][C:16](=[O:17])[OH:18])[cH:23][cH:24][cH:25][c:26]1[CH2:27][N:28]1[CH2:29][CH2:30][C:31]2([CH2:32][N:33]([C:37](=[O:38])[c:39]3[n:40][c:41]([CH:44]([CH3:45])[CH3:46])[s:42][cH:43]3)[CH2:34][CH2:35][O:36]2)[CH2:47][CH2:48]1.